Dataset: the Open Reaction Database (ORD), a public repository of structured organic reaction records. Task: describe an organic reaction: reactants, conditions, products, and yield Starting materials: CC(C)(C)OC(=O)N1C(CO)CCC1c1ccccc1, CC(C)OC(=O)N=NC(=O)OC(C)C, COC(=O)c1ccc(O)cc1, c1ccc(P(c2ccccc2)c2ccccc2)cc1. Reaction SMILES: [C:1](=[O:2])([O:3][C:4]([CH3:5])([CH3:6])[CH3:7])[N:8]1[CH:9]([CH2:19][OH:20])[CH2:10][CH2:11][CH:12]1[c:13]1[cH:14][cH:15][cH:16][cH:17][cH:18]1.[O:51]=[C:52]([O:53][CH:54]([CH3:55])[CH3:56])[N:57]=[N:58][C:59]([O:60][CH:61]([CH3:62])[CH3:63])=[O:64].[OH:40][c:41]1[cH:42][cH:43][c:44]([C:45](=[O:46])[O:47][CH3:48])[cH:49][cH:50]1.[c:21]1([P:22]([c:23]2[cH:24][cH:25][cH:26][cH:27][cH:28]2)[c:29]2[cH:30][cH:31][cH:32][cH:33][cH:34]2)[cH:35][cH:36][cH:37][cH:38][cH:39]1>>[C:1](=[O:2])([O:3][C:4]([CH3:5])([CH3:6])[CH3:7])[N:8]1[CH:9]([CH2:19][O:20][c:41]2[cH:42][cH:43][c:44]([C:45](=[O:46])[O:47][CH3:48])[cH:49][cH:50]2)[CH2:10][CH2:11][CH:12]1[c:13]1[cH:14][cH:15][cH:16][cH:17][cH:18]1. The product is COC(=O)c1ccc(OCC2CCC(c3ccccc3)N2C(=O)OC(C)(C)C)cc1. The reactants are COC1=C(CNC2=C(C=C(C#N)C=C2)NC2=NC=C(C(=N2)SC#N)[N+](=O)[O-])C=CC(=C1)OC (4-(2,4-dimethoxybenzylamino)-3-(5-nitro-4-thiocyanatopyrimidin-2-ylamino)benzonitrile), C([O-])([O-])=O.[K+].[K+] (potassium carbonate), Cl.FC=1C=C2[C@@H](CCOC2=C(C1)F)N ((R)-6,8-difluorochroman-4-amine HCl salt). The solvent is C(C)#N (acetonitrile), CCOC(=O)C (EtOAc), CS(=O)C (DMSO). Run at time 24 hour. Yields the product EtOAc hexanes, COC1=C(CNC2=C(C=C(C#N)C=C2)NC2=NC=C(C(=N2)N[C@@H]2CCOC3=C(C=C(C=C23)F)F)[N+](=O)[O-])C=CC(=C1)OC ((R)-4-(2,4-dimethoxybenzylamino)-3-(4-(6,8-difluorochroman-4-ylamino)-5-nitropyrimidin-2-ylamino)benzonitrile). Isolated yield 67.8%. As a reaction SMILES: [CH3:1][O:2][C:3]1[CH:31]=[C:30]([O:32][CH3:33])[CH:29]=[CH:28][C:4]=1[CH2:5][NH:6][C:7]1[CH:14]=[CH:13][C:10]([C:11]#[N:12])=[CH:9][C:8]=1[NH:15][C:16]1[N:21]=[C:20](SC#N)[C:19]([N+:25]([O-:27])=[O:26])=[CH:18][N:17]=1.Cl.[F:35][C:36]1[CH:37]=[C:38]2[C:43](=[C:44]([F:46])[CH:45]=1)[O:42][CH2:41][CH2:40][C@H:39]2[NH2:47].C(=O)([O-])[O-].[K+].[K+]>C(#N)C.CS(C)=O.CCOC(C)=O>[CH3:1][O:2][C:3]1[CH:31]=[C:30]([O:32][CH3:33])[CH:29]=[CH:28][C:4]=1[CH2:5][NH:6][C:7]1[CH:14]=[CH:13][C:10]([C:11]#[N:12])=[CH:9][C:8]=1[NH:15][C:16]1[N:21]=[C:20]([NH:47][C@H:39]2[C:38]3[C:43](=[C:44]([F:46])[CH:45]=[C:36]([F:35])[CH:37]=3)[O:42][CH2:41][CH2:40]2)[C:19]([N+:25]([O-:27])=[O:26])=[CH:18][N:17]=1 |f:1.2,3.4.5|. Procedure details: A partial suspension of 4-(2,4-dimethoxybenzylamino)-3-(5-nitro-4-thiocyanatopyrimidin-2-ylamino)benzonitrile (415 mg) in 40 mL of acetonitrile was treated with a solution of (R)-6,8-difluorochroman-4-amine HCl salt (320 mg) in DMSO (10 mL) followed by potassium carbonate (1.0 g). The mixture was stirred for 24 hours, and then diluted with EtOAc (200 mL). The mixture was washed once with saturated aqueous ammonium chloride (200 mL) and 3 times with saturated aqueous NaCl (200 mL each). The organ... Reactants: Cl.NC1=C(C=CC(=C1OC)N)OC (2,4-Diamino-1,3-dimethoxybenzene hydrochloride), [N+](=O)([O-])C1=C(C=CC(=C1OC)[N+](=O)[O-])OC (2,4-dinitro-1,3-dimethoxybenzene), Cl (hydrochloric acid), [Sn] (tin). The product is [N+](=O)([O-])C1=C(C=CC(=C1OC)[N+](=O)[O-])OC (2,4-Dinitro-1,3-dimethoxybenzene), [N+](=O)([O-])C1=C(O)C=CC=C1O (2-nitroresorcinol). Reaction SMILES: Cl.NC1C(OC)=C(N)C=CC=1OC.[N+:14]([C:17]1[C:22]([O:23][CH3:24])=[C:21]([N+:25]([O-:27])=[O:26])[CH:20]=[CH:19][C:18]=1[O:28][CH3:29])([O-:16])=[O:15].Cl.[Sn]>>[N+:14]([C:17]1[C:22]([O:23][CH3:24])=[C:21]([N+:25]([O-:27])=[O:26])[CH:20]=[CH:19][C:18]=1[O:28][CH3:29])([O-:16])=[O:15].[N+:14]([C:17]1[C:22]([OH:23])=[CH:21][CH:20]=[CH:19][C:18]=1[OH:28])([O-:16])=[O:15] |f:0.1,^3:30|. Reported procedure: 2,4-Diamino-1,3-dimethoxybenzene hydrochloride may be prepared according to known processes such as, for example, by reduction of 2,4-dinitro-1,3-dimethoxybenzene with a mixture of concentrated hydrochloric acid and tin. 2,4-Dinitro-1,3-dimethoxybenzene is obtained by alklyation of 2-nitroresorcinol, which leads to 2-nitro-1,3-dimethoxybenzene which is then nitrated. 2,4-Dinitro-1,3-dimethoxybenzene is thereby obtained. This process is described in more detail in BAKER, J. C. S, 2876-78 (1932). Starting materials: C1(CCCCC1)N=C=NC1CCCCC1 (dicyclohexylcarbodiimide), C(Cl)(Cl)Cl (chloroform), ON1C(CCC1=O)=O (N-hydroxysuccinimide), OC1C(N(CC1)CC(=O)O)=O ((R/S)-2-(3-hydroxy-2-oxo-1-pyrrolidinyl)acetic acid), C(Cl)(Cl)Cl (chloroform). The solvent is CN(C=O)C (dimethylformamide). Run at time 4 hour. The product is C[C@@H]1N([C@@H](CCC1)C)CCNC(CN1C(C(CC1)O)=O)=O ((R/S)-cis-N-[2-(2,6-dimethyl-1-piperidinyl)ethyl]- 2-(3-hydroxy-2-oxo-1-pyrrolidinyl)acetamide). As a reaction SMILES: [OH:1][CH:2]1[CH2:6][CH2:5][N:4]([CH2:7][C:8]([OH:10])=O)[C:3]1=[O:11].O[N:13]1C(=O)CC[C:14]1=O.C1(N=[C:27]=[N:28][CH:29]2[CH2:34][CH2:33][CH2:32][CH2:31][CH2:30]2)CCCCC1.[CH:35](Cl)(Cl)Cl>CN(C)C=O>[CH3:30][C@H:31]1[CH2:32][CH2:33][CH2:34][C@@H:29]([CH3:35])[N:28]1[CH2:27][CH2:14][NH:13][C:8](=[O:10])[CH2:7][N:4]1[CH2:5][CH2:6][CH:2]([OH:1])[C:3]1=[O:11]. Procedure details: 1.50 g of (R/S)-2-(3-hydroxy-2-oxo-1-pyrrolidinyl)acetic acid are dissolved in 50 ml of chloroform and 10 ml of dimethylformamide. 1.08 g of N-hydroxysuccinimide are added thereto. Thereafter, 2.08 g of dicyclohexylcarbodiimide dissolved in 25 ml of chloroform are added. The mixture is stirred at room temperature for 4 hours and then precipitated solid is filtered. The filtrate is concentrated to a volume of about 20 ml and the again filtered. The filtrate is evaporated and the residue is treate... Reactants: C(C)(=O)NC(=S)N1C(SCC1)C1=C(C=CC=C1)OCCN1CCN(CC1)C1=CC(=CC=C1)F (N-acetyl-2-{2-[2-(4-(3-fluorophenyl)piperazin-1-yl)ethyloxy]phenyl}thiazolidine-3-carbothioamide), [OH-].[Na+] (sodium hydroxide). The solvent is C(C)O (ethanol). Product: FC=1C=C(C=CC1)N1CCN(CC1)CCOC1=C(C=CC=C1)C1SCCN1C(N)=S (2-{2-[2-(4-(3-fluorophenyl)piperazin-1-yl)ethyloxy]phenyl}thiazolidine-3-carbothioamide). Isolated yield 90.0%. RXN SMILES: C([NH:4][C:5]([N:7]1[CH2:11][CH2:10][S:9][CH:8]1[C:12]1[CH:17]=[CH:16][CH:15]=[CH:14][C:13]=1[O:18][CH2:19][CH2:20][N:21]1[CH2:26][CH2:25][N:24]([C:27]2[CH:32]=[CH:31][CH:30]=[C:29]([F:33])[CH:28]=2)[CH2:23][CH2:22]1)=[S:6])(=O)C.[OH-].[Na+]>C(O)C>[F:33][C:29]1[CH:28]=[C:27]([N:24]2[CH2:25][CH2:26][N:21]([CH2:20][CH2:19][O:18][C:13]3[CH:14]=[CH:15][CH:16]=[CH:17][C:12]=3[CH:8]3[N:7]([C:5](=[S:6])[NH2:4])[CH2:11][CH2:10][S:9]3)[CH2:22][CH2:23]2)[CH:32]=[CH:31][CH:30]=1 |f:1.2|. Procedure details: A mixture of 2.87 g of N-acetyl-2-{2-[2-(4-(3-fluorophenyl)piperazin-1-yl)ethyloxy]phenyl}thiazolidine-3-carbothioamide, 7.3 ml of 10% aqueous sodium hydroxide solution and 60 ml of ethanol is refluxed for 20 hours and then concentrated under reduced pressure to remove solvent. The residue is extracted with ethyl acetate, and the extract is washed with a saturated sodium chloride solution, dried and then concentrated under reduced pressure to remove solvent. The residue is purified by silica gel...